From a dataset of the Open Reaction Database (ORD), a public repository of structured organic reaction records. describe an organic reaction: reactants, conditions, products, and yield The reactants are BrCCCOC1CCCCO1, CN(C)C=O, [H-], [Na+], O=c1c2ccccc2[nH]c2ccccc12, O. Yields the product O=c1c2ccccc2n(CCCOC2CCCCO2)c2ccccc12. RXN SMILES: [Br:18][CH2:19][CH2:20][CH2:21][O:22][CH:23]1[O:24][CH2:25][CH2:26][CH2:27][CH2:28]1.[CH3:30][N:31]([CH3:32])[CH:33]=[O:34].[H-:16].[Na+:17].[O:1]=[c:2]1[c:3]2[cH:4][cH:5][cH:6][cH:7][c:8]2[nH:9][c:10]2[cH:11][cH:12][cH:13][cH:14][c:15]12.[OH2:29]>>[O:1]=[c:2]1[c:3]2[cH:4][cH:5][cH:6][cH:7][c:8]2[n:9]([CH2:19][CH2:20][CH2:21][O:22][CH:23]2[O:24][CH2:25][CH2:26][CH2:27][CH2:28]2)[c:10]2[cH:11][cH:12][cH:13][cH:14][c:15]12. Reactants: COCCOCCOC, O=C(C=Cc1ccccc1)C=Cc1ccccc1, O=C(C=Cc1ccccc1)C=Cc1ccccc1, O=C(C=Cc1ccccc1)C=Cc1ccccc1, OB(O)c1ccc(C(F)(F)F)cc1, [K+], [K+], N#Cc1nn(-c2c(Cl)cc(Br)cc2Cl)c(N)c1SC(F)(F)F, O=C([O-])[O-], O, [Pd], [Pd]. Product: N#Cc1nn(-c2c(Cl)cc(-c3ccc(C(F)(F)F)cc3)cc2Cl)c(N)c1SC(F)(F)F. RXN SMILES: [CH3:42][O:43][CH2:44][CH2:45][O:46][CH2:47][CH2:48][O:49][CH3:50].[CH:53](=[CH:54][C:55]([CH:56]=[CH:57][c:58]1[cH:59][cH:60][cH:61][cH:62][cH:63]1)=[O:64])[c:65]1[cH:66][cH:67][cH:68][cH:69][cH:70]1.[CH:71](=[CH:72][C:73]([CH:74]=[CH:75][c:76]1[cH:77][cH:78][cH:79][cH:80][cH:81]1)=[O:82])[c:83]1[cH:84][cH:85][cH:86][cH:87][cH:88]1.[CH:89](=[CH:90][C:91]([CH:92]=[CH:93][c:94]1[cH:95][cH:96][cH:97][cH:98][cH:99]1)=[O:100])[c:101]1[cH:102][cH:103][cH:104][cH:105][cH:106]1.[F:23][C:24]([c:25]1[cH:26][cH:27][c:28]([B:31]([OH:32])[OH:33])[cH:29][cH:30]1)([F:34])[F:35].[K+:36].[K+:37].[NH2:1][c:2]1[c:3]([S:18][C:19]([F:20])([F:21])[F:22])[c:4]([C:16]#[N:17])[n:5][n:6]1-[c:7]1[c:8]([Cl:15])[cH:9][c:10]([Br:14])[cH:11][c:12]1[Cl:13].[O-:38][C:39]([O-:40])=[O:41].[OH2:107].[Pd:51].[Pd:52]>>[NH2:1][c:2]1[c:3]([S:18][C:19]([F:20])([F:21])[F:22])[c:4]([C:16]#[N:17])[n:5][n:6]1-[c:7]1[c:8]([Cl:15])[cH:9][c:10](-[c:28]2[cH:27][cH:26][c:25]([C:24]([F:23])([F:34])[F:35])[cH:30][cH:29]2)[cH:11][c:12]1[Cl:13].